Dataset: the Open Reaction Database (ORD), a public repository of structured organic reaction records. Task: describe an organic reaction: reactants, conditions, products, and yield Solvent: C1(=CC=CC=C1)C (toluene). Reaction SMILES: [Cl:1][C:2]1[CH:13]=[CH:12][C:5]([CH2:6][Si:7]([CH2:10]Cl)([CH3:9])[CH3:8])=[CH:4][CH:3]=1.[NH:14]1[CH2:19][CH2:18][O:17][CH2:16][CH2:15]1>C1(C)C=CC=CC=1>[ClH:1].[Cl:1][C:2]1[CH:13]=[CH:12][C:5]([CH2:6][Si:7]([CH2:10][N:14]2[CH2:19][CH2:18][O:17][CH2:16][CH2:15]2)([CH3:9])[CH3:8])=[CH:4][CH:3]=1 |f:3.4|. Reported procedure: A solution containing 11.15 g of (4-chlorobenzyl)chloromethyl-dimethylsilane and 10.9 g of morpholine in 40 ml of toluene is refluxed for 9 hours, then cooled down and washed 5 times with a total of 250 ml of water. The organic phase is dried over anhydrous magnesium sulfate, filtered and evaporated to solvent-free. The pale yellow oily residue is dissolved in 40 ml of acetone and acidified to pH 4.5 by adding ethereal hydrogen chloride solution. The named product is obtained as a crystalline pr... Yields the product Cl.ClC1=CC=C(C[Si](C)(C)CN2CCOCC2)C=C1 (N-{[(4-chlorobenzyl)-dimethylsilyl]methyl}morpholine hydrochloride). The reactants are ClC1=CC=C(C[Si](C)(C)CCl)C=C1 ((4-chlorobenzyl)chloromethyl-dimethylsilane), N1CCOCC1 (morpholine). Starting materials: COc1ccc(Br)cc1S(=O)(=O)Cl, CCOC(C)=O, Nc1cc(-c2ccncc2)ccc1NS(=O)(=O)c1ccc(Cl)cc1, c1ccncc1. Yields the product COc1ccc(Br)cc1S(=O)(=O)Nc1cc(-c2ccncc2)ccc1NS(=O)(=O)c1ccc(Cl)cc1. RXN SMILES: [Br:25][c:26]1[cH:27][cH:28][c:29]([O:36][CH3:37])[c:30]([S:32](=[O:33])(=[O:34])[Cl:35])[cH:31]1.[CH3:44][CH2:45][O:46][C:47](=[O:48])[CH3:49].[NH2:1][c:2]1[c:3]([NH:14][S:15](=[O:16])(=[O:17])[c:18]2[cH:19][cH:20][c:21]([Cl:24])[cH:22][cH:23]2)[cH:4][cH:5][c:6](-[c:8]2[cH:9][cH:10][n:11][cH:12][cH:13]2)[cH:7]1.[cH:38]1[cH:39][cH:40][n:41][cH:42][cH:43]1>>[NH:1]([c:2]1[c:3]([NH:14][S:15](=[O:16])(=[O:17])[c:18]2[cH:19][cH:20][c:21]([Cl:24])[cH:22][cH:23]2)[cH:4][cH:5][c:6](-[c:8]2[cH:9][cH:10][n:11][cH:12][cH:13]2)[cH:7]1)[S:32]([c:30]1[c:29]([O:36][CH3:37])[cH:28][cH:27][c:26]([Br:25])[cH:31]1)(=[O:33])=[O:34].